This data is from the Open Reaction Database (ORD), a public repository of structured organic reaction records. The task is: describe an organic reaction: reactants, conditions, products, and yield Reactants: O1CCOCC1 (1,4-dioxane), [OH-].[Na+] (sodium hydroxide), Cl.NO (hydroxylamine hydrochloride), C(N)(=O)C1=CC=C(C=C1)[C@H]1CN(CCO1)C(=O)OC(C)(C)C ((2S)-tert-butyl 2-(4-carbamoylphenyl)morpholine-4-carboxylate), C(N)(=O)C1=CC=C(C=C1)[C@H]1CN(CCO1)C(=O)OC(C)(C)C ((2S)-tert-butyl 2-(4-carbamoylphenyl)morpholine-4-carboxylate). The solvent is C(C)(=O)O (acetic acid), COC(C)(N(C)C)OC (N,N-dimethylacetamide dimethyl acetal). Run at temperature 100 celsius, time 2 hour. The product is CC1=NOC(=N1)C1=CC=C(C=C1)[C@H]1CN(CCO1)C(=O)OC(C)(C)C ((2S)-tert-butyl 2-(4-(3-methyl-1,2,4-oxadiazol-5-yl)phenyl)morpholine-4-carboxylate). The yield is 86.0%. RXN SMILES: [C:1]([C:4]1[CH:9]=[CH:8][C:7]([C@@H:10]2[O:15][CH2:14][CH2:13][N:12]([C:16]([O:18][C:19]([CH3:22])([CH3:21])[CH3:20])=[O:17])[CH2:11]2)=[CH:6][CH:5]=1)(=[O:3])[NH2:2].O1[CH2:28][CH2:27]OCC1.[OH-].[Na+].Cl.[NH2:32]O>COC(OC)(N(C)C)C.C(O)(=O)C>[CH3:27][C:28]1[N:2]=[C:1]([C:4]2[CH:5]=[CH:6][C:7]([C@@H:10]3[O:15][CH2:14][CH2:13][N:12]([C:16]([O:18][C:19]([CH3:22])([CH3:21])[CH3:20])=[O:17])[CH2:11]3)=[CH:8][CH:9]=2)[O:3][N:32]=1 |f:2.3,4.5|. Reported procedure: A solution of (2S)-tert-butyl 2-(4-carbamoylphenyl)morpholine-4-carboxylate (intermediate 17, 20.9 g, 68.2 mmol) in N,N-dimethylacetamide dimethyl acetal (110 ml) was stirred at 100° C. for 1 hour. After the mixture was concentrated under reduced pressure, 1,4-dioxane (120 ml), acetic acid (120 ml), 1N-sodium hydroxide (70 ml) and hydroxylamine hydrochloride (4.80 g 69.1 mmol) was added to the residue and the solution was stirred at 100° C. for 2 hours. The mixture was partitioned between water ... The reactants are NCC1CN(CCC1)C=1C=C(C(=O)OC)C=CC1 (methyl 3-[3-(aminomethyl)piperidin-1-yl]benzoate), ClC1=CC=C(C=C1)C1=CC=C(C=C1)C(=O)O (4′-chlorobiphenyl-4-carboxylic acid). Yields the product ClC1=CC=C(C=C1)C1=CC=C(C=C1)C(=O)NCC1CN(CCC1)C=1C=C(C(=O)OC)C=CC1 (Methyl 3-[3-[(4′-chlorobiphenyl-4-yl)carbonylaminomethyl]piperidin-1-yl]benzoate). Isolated yield 82.3%. As a reaction SMILES: [NH2:1][CH2:2][CH:3]1[CH2:8][CH2:7][CH2:6][N:5]([C:9]2[CH:10]=[C:11]([CH:16]=[CH:17][CH:18]=2)[C:12]([O:14][CH3:15])=[O:13])[CH2:4]1.[Cl:19][C:20]1[CH:25]=[CH:24][C:23]([C:26]2[CH:31]=[CH:30][C:29]([C:32](O)=[O:33])=[CH:28][CH:27]=2)=[CH:22][CH:21]=1>>[Cl:19][C:20]1[CH:21]=[CH:22][C:23]([C:26]2[CH:31]=[CH:30][C:29]([C:32]([NH:1][CH2:2][CH:3]3[CH2:8][CH2:7][CH2:6][N:5]([C:9]4[CH:10]=[C:11]([CH:16]=[CH:17][CH:18]=4)[C:12]([O:14][CH3:15])=[O:13])[CH2:4]3)=[O:33])=[CH:28][CH:27]=2)=[CH:24][CH:25]=1. Procedure: Using methyl 3-[3-(aminomethyl)piperidin-1-yl]benzoate (76.2 mg, 0.307 mmol) and 4′-chlorobiphenyl-4-carboxylic acid (77.2 mg, 0.332 mmol), the same procedure was followed as in Step 61e of Example 61 to give 117 mg (82%) of the desired compound as a pale yellow powder. The reactants are Cl (HCl), ClC1=C(CN2C(C(C3=CC=CC=C23)(C2=CC=C(C=C2)[N+](=O)[O-])C2=CC(=C(C(=C2)C)OC)C)=O)C=CC=C1 (1-(2-chloro-benzyl)-3-(4-methoxy-3,5-dimethyl-phenyl)-3-(4-nitro-phenyl)-1,3-dihydro-indol-2-one), Cl.N1=CC=CC=C1 (pyridine hydrochloride), Cl.N1=CC=CC=C1 (pyridine hydrochloride). The reagents and catalysts are [Cu] (copper). The solvent is C(C)(=O)OCC (ethyl acetate). Reaction conditions: temperature 190 celsius. Yields the product ClC1=C(CN2C(C(C3=CC=CC=C23)(C2=CC=C(C=C2)[N+](=O)[O-])C2=CC(=C(C(=C2)C)O)C)=O)C=CC=C1 (1-(2-Chloro-benzyl)-3-(4-hydroxy-3,5-dimethyl-phenyl)-3-(4-nitro-phenyl)-1,3-dihydro-indol-2-one). Yield: 40.1%. RXN SMILES: [Cl:1][C:2]1[CH:37]=[CH:36][CH:35]=[CH:34][C:3]=1[CH2:4][N:5]1[C:13]2[C:8](=[CH:9][CH:10]=[CH:11][CH:12]=2)[C:7]([C:23]2[CH:28]=[C:27]([CH3:29])[C:26]([O:30]C)=[C:25]([CH3:32])[CH:24]=2)([C:14]2[CH:19]=[CH:18][C:17]([N+:20]([O-:22])=[O:21])=[CH:16][CH:15]=2)[C:6]1=[O:33].Cl.N1C=CC=CC=1.Cl>[Cu].C(OCC)(=O)C>[Cl:1][C:2]1[CH:37]=[CH:36][CH:35]=[CH:34][C:3]=1[CH2:4][N:5]1[C:13]2[C:8](=[CH:9][CH:10]=[CH:11][CH:12]=2)[C:7]([C:23]2[CH:24]=[C:25]([CH3:32])[C:26]([OH:30])=[C:27]([CH3:29])[CH:28]=2)([C:14]2[CH:15]=[CH:16][C:17]([N+:20]([O-:22])=[O:21])=[CH:18][CH:19]=2)[C:6]1=[O:33] |f:1.2|. Procedure details: Evaporate 1-(2-chloro-benzyl)-3-(4-methoxy-3,5-dimethyl-phenyl)-3-(4-nitro-phenyl)-1,3-dihydro-indol-2-one (62 mg, 0.12 mmol) into a vial and add pyridine hydrochloride (300-500 mg). Suspend the vial, by means of a copper wire, in an oil bath heated to 180-200° C. so that the entire vial, except the cap, is immersed in the bath. When the pyridine hydrochloride melts, stir to effect a homogeneous solution. Heat for 1.5 h and then allow to cool. Treat the resulting solid with 1N HCl solution and e... Reactants: CS(C)=O, Cc1cccc(C(F)(F)COS(C)(=O)=O)n1, [N-]=[N+]=[N-], [Na+]. Yields the product Cc1cccc(C(F)(F)CN=[N+]=[N-])n1. RXN SMILES: [CH3:21][S:22]([CH3:23])=[O:24].[F:1][C:2]([CH2:3][O:4][S:5]([CH3:6])(=[O:7])=[O:8])([c:9]1[n:10][c:11]([CH3:15])[cH:12][cH:13][cH:14]1)[F:16].[N-:18]=[N+:19]=[N-:20].[Na+:17]>>[F:1][C:2]([CH2:3][N:18]=[N+:19]=[N-:20])([c:9]1[n:10][c:11]([CH3:15])[cH:12][cH:13][cH:14]1)[F:16]. Reactants: Cl.C(C)(C)(C)N1CCC(=CC1)C=1C=C(N2C=CC(C(=C2C1)C1=C(C=CC=C1Cl)Cl)=O)C1=C(C=CC=C1)Cl (8-(1-tert-butyl-1,2,3,6-tetrahydropyridin-4-yl)-6-(2-chlorophenyl)-1-(2,6-dichlorophenyl)-2H-quinolizin-2-one hydrochloride). The reagents and catalysts are [Pt]=O (platinum oxide). Solvent: CO.C(C)(=O)OCC (methanol ethyl acetate). Run at time 1 hour. Product: C(C)(C)(C)N1CCC(CC1)C=1C=C(N2C=CC(C(=C2C1)C1=C(C=CC=C1Cl)Cl)=O)C1=C(C=CC=C1)Cl (8-(1-tert-butylpiperidin-4-yl)-6-(2-chlorophenyl)-1-(2,6-dichlorophenyl)-2H-quinolizin-2-one). RXN SMILES: Cl.[C:2]([N:6]1[CH2:11][CH:10]=[C:9]([C:12]2[CH:13]=[C:14]([C:31]3[CH:36]=[CH:35][CH:34]=[CH:33][C:32]=3[Cl:37])[N:15]3[C:20]([CH:21]=2)=[C:19]([C:22]2[C:27]([Cl:28])=[CH:26][CH:25]=[CH:24][C:23]=2[Cl:29])[C:18](=[O:30])[CH:17]=[CH:16]3)[CH2:8][CH2:7]1)([CH3:5])([CH3:4])[CH3:3]>CO.C(OCC)(=O)C.[Pt]=O>[C:2]([N:6]1[CH2:11][CH2:10][CH:9]([C:12]2[CH:13]=[C:14]([C:31]3[CH:36]=[CH:35][CH:34]=[CH:33][C:32]=3[Cl:37])[N:15]3[C:20]([CH:21]=2)=[C:19]([C:22]2[C:27]([Cl:28])=[CH:26][CH:25]=[CH:24][C:23]=2[Cl:29])[C:18](=[O:30])[CH:17]=[CH:16]3)[CH2:8][CH2:7]1)([CH3:5])([CH3:3])[CH3:4] |f:0.1,2.3|. Procedure: A solution of 8-(1-tert-butyl-1,2,3,6-tetrahydropyridin-4-yl)-6-(2-chlorophenyl)-1-(2,6-dichlorophenyl)-2H-quinolizin-2-one hydrochloride (Example 19, 24 mg) in methanol/ethyl acetate=1/5 was added platinum oxide (9 mg). The solution was hydrogenated under hydrogen (1 atm) for 1 h. The mixture was filtered though celite and concentrated. The residue was purified by silica gel (methylene chloride/methanol/2N ammonia=10/1/0.2) to give the title compound.